This data is from the Open Reaction Database (ORD), a public repository of structured organic reaction records. The task is: describe an organic reaction: reactants, conditions, products, and yield Starting materials: C1=NC(=CC2=CC=CC=C12)NC(OC[C@H](C[C@H](COP(=O)(OC(C)(C)C)OC(C)(C)C)O)N(C(=O)NCC1=C(C(=CC=C1)F)F)C)=O ((2S,4R)-5-(di-tert-butoxyphosphoryloxy)-2-(3-(2,3-difluorobenzyl)-1-methylureido)-4-hydroxypentyl isoquinolin-3-ylcarbamate), Cl (HCl). As a reaction SMILES: [CH:1]1[C:10]2[C:5](=[CH:6][CH:7]=[CH:8][CH:9]=2)[CH:4]=[C:3]([NH:11][C:12](=[O:47])[O:13][CH2:14][C@@H:15]([N:33]([CH3:46])[C:34]([NH:36][CH2:37][C:38]2[CH:43]=[CH:42][CH:41]=[C:40]([F:44])[C:39]=2F)=[O:35])[CH2:16][C@@H:17]([OH:32])[CH2:18][O:19][P:20]([O:27]C(C)(C)C)([O:22]C(C)(C)C)=[O:21])[N:2]=1.[ClH:48]>CO>[CH:1]1[C:10]2[C:5](=[CH:6][CH:7]=[CH:8][CH:9]=2)[CH:4]=[C:3]([NH:11][C:12](=[O:47])[O:13][CH2:14][C@@H:15]([N:33]([CH3:46])[C:34]([NH:36][CH2:37][C:38]2[CH:43]=[CH:42][CH:41]=[C:40]([F:44])[C:39]=2[Cl:48])=[O:35])[CH2:16][C@@H:17]([OH:32])[CH2:18][O:19][P:20]([OH:27])([OH:22])=[O:21])[N:2]=1. Procedure details: To a solution of the crude (2S,4R)-5-(di-tert-butoxyphosphoryloxy)-2-(3-(2,3-difluorobenzyl)-1-methylureido)-4-hydroxypentyl isoquinolin-3-ylcarbamate in MeOH (15 mL) at 0° C. was added conc. HCl (12 N, 16 mL, 192.4 mmol) dropwise. The mixture was stirred for 30 min and concentrated. The residue was dissolved in 50 mL H2O. Aqueous NaOH solution (1 N) was added to adjusted the PH to 3˜4. EtOAc (50 mL) was then added. The mixture was stirred at RT for 1 h. The white solid was then filtered and was... Conditions: time 30 minute. The product is C1=NC(=CC2=CC=CC=C12)NC(OC[C@H](C[C@H](COP(=O)(O)O)O)N(C(=O)NCC1=C(C(=CC=C1)F)Cl)C)=O ((2S,4R)-2-(3-(2-chloro-3-fluorobenzyl)-1-methylureido)-4-hydroxy-5-(phosphonooxy)pentyl isoquinolin-3-ylcarbamate). Run in CO (MeOH).